Dataset: the Open Reaction Database (ORD), a public repository of structured organic reaction records. Task: describe an organic reaction: reactants, conditions, products, and yield The reactants are CCOc1cc(CC)cc(C(O)C#N)c1F, CO, CCOCC, Cl, C1COCCO1. Product: CCOc1cc(CC)cc(C(O)C(=N)OC)c1F. Reaction SMILES: [CH2:1]([CH3:2])[O:3][c:4]1[c:5]([F:16])[c:6]([CH:12]([C:13]#[N:14])[OH:15])[cH:7][c:8]([CH2:10][CH3:11])[cH:9]1.[CH3:17][OH:18].[CH3:20][CH2:21][O:22][CH2:23][CH3:24].[ClH:19].[O:25]1[CH2:26][CH2:27][O:28][CH2:29][CH2:30]1>>[CH2:1]([CH3:2])[O:3][c:4]1[c:5]([F:16])[c:6]([CH:12]([C:13](=[NH:14])[O:18][CH3:17])[OH:15])[cH:7][c:8]([CH2:10][CH3:11])[cH:9]1. Starting materials: BrC1=NC2=C(C(=NC(=C2)C#N)C=2C=NC=C(C2)Cl)N1C[C@@H]1CC[C@H](CC1)C (2-bromo-4-(5-chloropyridin-3-yl)-3-[(trans-4-methylcyclohexyl)methyl]-3H-imidazo[4,5-c]pyridine-6-carbonitrile), FC([C@H]1NCCC1)(F)F ((S)-2-(trifluoromethyl)pyrrolidine), [F-].[K+] (potassium fluoride), C(C)(C)N(C(C)C)CC (N,N-diisopropylethylamine). Solvent: C(C)(=O)OCC (ethyl acetate), CS(=O)C (DMSO). Reaction conditions: temperature 100 celsius. Yields the product ClC=1C=C(C=NC1)C1=NC(=CC2=C1N(C(=N2)N2[C@@H](CCC2)C(F)(F)F)C[C@@H]2CC[C@H](CC2)C)C#N (4-(5-chloropyridin-3-yl)-3-[(trans-4-methylcyclohexyl)methyl]-2-[(2S)-2-(trifluoromethyl)pyrrolidin-1-yl]-3H-imidazo[4,5-c]pyridine-6-carbonitrile). As a reaction SMILES: Br[C:2]1[N:19]([CH2:20][C@H:21]2[CH2:26][CH2:25][C@H:24]([CH3:27])[CH2:23][CH2:22]2)[C:5]2[C:6]([C:12]3[CH:13]=[N:14][CH:15]=[C:16]([Cl:18])[CH:17]=3)=[N:7][C:8]([C:10]#[N:11])=[CH:9][C:4]=2[N:3]=1.[F:28][C:29]([F:36])([F:35])[C@@H:30]1[CH2:34][CH2:33][CH2:32][NH:31]1.[F-].[K+].C(N(CC)C(C)C)(C)C>C(OCC)(=O)C.CS(C)=O>[Cl:18][C:16]1[CH:17]=[C:12]([C:6]2[C:5]3[N:19]([CH2:20][C@H:21]4[CH2:26][CH2:25][C@H:24]([CH3:27])[CH2:23][CH2:22]4)[C:2]([N:31]4[CH2:32][CH2:33][CH2:34][C@H:30]4[C:29]([F:36])([F:35])[F:28])=[N:3][C:4]=3[CH:9]=[C:8]([C:10]#[N:11])[N:7]=2)[CH:13]=[N:14][CH:15]=1 |f:2.3|. Procedure details: To a vial was added 2-bromo-4-(5-chloropyridin-3-yl)-3-[(trans-4-methylcyclohexyl)methyl]-3H-imidazo[4,5-c]pyridine-6-carbonitrile (Preparative Example 3.1, 350 mg, 0.79 mmol), (S)-2-(trifluoromethyl)pyrrolidine (purchased from Sigma Aldrich) (219 mg, 1.57 mmol), potassium fluoride (229 mg, 3.93 mmol), DMSO (2.4 mL), and N,N-diisopropylethylamine (0.69 mL, 3.93 mmol). The vial was sealed and heated to 100° C. for 16 hours. The reaction mixture was cooled to room temperature, diluted with ethyl a... Starting materials: CCN=C=NCCCN(C)C, ClCCl, Cl, CN1CCCc2ccc(N)cc21, O=C(O)c1ccc(-c2ccccc2)cc1. Yields the product CN1CCCc2ccc(NC(=O)c3ccc(-c4ccccc4)cc3)cc21. As a reaction SMILES: [CH3:29][N:30]([CH3:31])[CH2:32][CH2:33][CH2:34][N:35]=[C:36]=[N:37][CH2:38][CH3:39].[Cl:40][CH2:41][Cl:42].[ClH:28].[NH2:1][c:2]1[cH:3][cH:4][c:5]2[c:10]([cH:11]1)[N:9]([CH3:12])[CH2:8][CH2:7][CH2:6]2.[c:13]1(-[c:22]2[cH:23][cH:24][cH:25][cH:26][cH:27]2)[cH:14][cH:15][c:16]([C:19](=[O:20])[OH:21])[cH:17][cH:18]1>>[NH:1]([c:2]1[cH:3][cH:4][c:5]2[c:10]([cH:11]1)[N:9]([CH3:12])[CH2:8][CH2:7][CH2:6]2)[C:19]([c:16]1[cH:15][cH:14][c:13](-[c:22]2[cH:23][cH:24][cH:25][cH:26][cH:27]2)[cH:18][cH:17]1)=[O:20]. Starting materials: OC1=C(C(=O)N)C=CC=N1 (hydroxy nicotinamide), ClC=1C=C(OC2=C(C(=O)N[C@@H](CO)C3=CC=CC=C3)C=CC=N2)C=CC1 ((R)-2-(3-Chloro-phenoxy)-N-(2-hydroxy-1-phenyl-ethyl)-nicotinamide). Product: ClC=1C=C(OC2=NC=CC=C2C=2OC[C@H](N2)C2=CC=CC=C2)C=CC1 ((R)-2-(3-Chloro-phenoxy)-3-(4-phenyl4,5-dihydro-oxazol-2-yl)-pyridine). Reaction SMILES: OC1N=CC=CC=1C(N)=O.[Cl:11][C:12]1[CH:13]=[C:14]([CH:34]=[CH:35][CH:36]=1)[O:15][C:16]1[N:33]=[CH:32][CH:31]=[CH:30][C:17]=1[C:18]([NH:20][C@H:21]([C:24]1[CH:29]=[CH:28][CH:27]=[CH:26][CH:25]=1)[CH2:22][OH:23])=O>>[Cl:11][C:12]1[CH:13]=[C:14]([CH:34]=[CH:35][CH:36]=1)[O:15][C:16]1[C:17]([C:18]2[O:23][CH2:22][C@@H:21]([C:24]3[CH:25]=[CH:26][CH:27]=[CH:28][CH:29]=3)[N:20]=2)=[CH:30][CH:31]=[CH:32][N:33]=1. Reported procedure: The compound of Example 129 was prepared according to the procedure of Example 128 substituting the corresponding hydroxy nicotinamide for (R)-2-(3-Chloro-phenoxy)-N-(2-hydroxy-1-phenyl-ethyl)-nicotinamide. The duration of reaction was between 1 and 24 hours. The reactants are C(=O)(O)C12CCC(CC1)(CC2)NCC(=O)N2[C@@H](C[C@@H](C2)F)C#N ((2S,4S)-1-[[N-(4-carboxybicyclo[2.2.2]oct-1-yl)amino]acetyl]-4-fluoropyrrolidine-2-carbonitrile), NC1=CC=C(C=C1)CCO (2-(4-aminophenyl)ethanol). The product is F[C@H]1C[C@H](N(C1)C(CNC12CCC(CC1)(CC2)C(=O)NC2=CC=C(C=C2)CCO)=O)C#N ((2S,4S)-4-fluoro-1-[[N-[4-[N-[4-(2-hydroxyethyl)phenyl]amino]carbonylbicyclo[2.2.2]oct-1-yl]amino]acetyl]pyrrolidine-2-carbonitrile). Isolated yield 52.0%. RXN SMILES: [C:1]([C:4]12[CH2:11][CH2:10][C:7]([NH:12][CH2:13][C:14]([N:16]3[CH2:20][C@@H:19]([F:21])[CH2:18][C@H:17]3[C:22]#[N:23])=[O:15])([CH2:8][CH2:9]1)[CH2:6][CH2:5]2)([OH:3])=O.[NH2:24][C:25]1[CH:30]=[CH:29][C:28]([CH2:31][CH2:32][OH:33])=[CH:27][CH:26]=1>>[F:21][C@@H:19]1[CH2:20][N:16]([C:14](=[O:15])[CH2:13][NH:12][C:7]23[CH2:8][CH2:9][C:4]([C:1]([NH:24][C:25]4[CH:30]=[CH:29][C:28]([CH2:31][CH2:32][OH:33])=[CH:27][CH:26]=4)=[O:3])([CH2:11][CH2:10]2)[CH2:5][CH2:6]3)[C@H:17]([C:22]#[N:23])[CH2:18]1. Procedure: In a similar manner to Example 63, (2S,4S)-1-[[N-(4-carboxybicyclo[2.2.2]oct-1-yl)amino]acetyl]-4-fluoropyrrolidine-2-carbonitrile (50.0 mg) and 2-(4-aminophenyl)ethanol (47.0 mg) were used to obtain (2S,4S)-4-fluoro-1-[[N-[4-[N-[4-(2-hydroxyethyl)phenyl]amino]carbonylbicyclo[2.2.2]oct-1-yl]amino]acetyl]pyrrolidine-2-carbonitrile (35.6 mg). The product is C(C)SC=1N(C(=C(N1)C(C)(C)O)C(=O)OCC)CC1=CC=C(C=C1)C1=C(C=CC=C1)C1=NN=NN1C(C1=CC=CC=C1)(C1=CC=CC=C1)C1=CC=CC=C1 (Ethyl 2-ethylthio-4-(1-hydroxy-1-methylethyl)-1-{4-[2-(trityltetrazol-5-yl)phenyl]phenyl}methylimidazole-5-carboxylate). Isolated yield 78.0%. Run at time 30 minute. RXN SMILES: CC(C)([O-])C.[K+].[CH2:7]([S:9][C:10]1[NH:11][C:12]([C:19]([O:21][CH2:22][CH3:23])=[O:20])=[C:13]([C:15]([OH:18])([CH3:17])[CH3:16])[N:14]=1)[CH3:8].[C:24]([N:43]1[C:47]([C:48]2[CH:53]=[CH:52][CH:51]=[CH:50][C:49]=2[C:54]2[CH:61]=[CH:60][C:57]([CH2:58]Br)=[CH:56][CH:55]=2)=[N:46][N:45]=[N:44]1)([C:37]1[CH:42]=[CH:41][CH:40]=[CH:39][CH:38]=1)([C:31]1[CH:36]=[CH:35][CH:34]=[CH:33][CH:32]=1)[C:25]1[CH:30]=[CH:29][CH:28]=[CH:27][CH:26]=1>CN(C)C(=O)C>[CH2:7]([S:9][C:10]1[N:11]([CH2:58][C:57]2[CH:56]=[CH:55][C:54]([C:49]3[CH:50]=[CH:51][CH:52]=[CH:53][C:48]=3[C:47]3[N:43]([C:24]([C:37]4[CH:42]=[CH:41][CH:40]=[CH:39][CH:38]=4)([C:31]4[CH:32]=[CH:33][CH:34]=[CH:35][CH:36]=4)[C:25]4[CH:30]=[CH:29][CH:28]=[CH:27][CH:26]=4)[N:44]=[N:45][N:46]=3)=[CH:61][CH:60]=2)[C:12]([C:19]([O:21][CH2:22][CH3:23])=[O:20])=[C:13]([C:15]([OH:18])([CH3:16])[CH3:17])[N:14]=1)[CH3:8] |f:0.1|. Procedure details: 478 mg of potassium t-butoxide were added to a solution of 1.00 g of ethyl 2-ethylthio-4-(1-hydroxy-1-methylethyl)imidazole-5-carboxylate [prepared as described in Preparation 50(ii)] in 20 ml of N,N-dimethylacetamide, whilst ice-cooling, and the mixture was stirred for 30 minutes. At the end of this time, 2.59 g of 4-[2-(trityltetrazol-5-yl)phenyl]benzyl bromide were added in portions to the mixture. Following a procedure similar to that described in Example 105(a) and purifying the residue by ... Solvent: CN(C(C)=O)C (N,N-dimethylacetamide). Reactants: CC(C)([O-])C.[K+] (potassium t-butoxide), C(C)SC=1NC(=C(N1)C(C)(C)O)C(=O)OCC (ethyl 2-ethylthio-4-(1-hydroxy-1-methylethyl)imidazole-5-carboxylate), C(C1=CC=CC=C1)(C1=CC=CC=C1)(C1=CC=CC=C1)N1N=NN=C1C1=C(C=CC=C1)C1=CC=C(CBr)C=C1 (4-[2-(trityltetrazol-5-yl)phenyl]benzyl bromide).